The task is: describe an organic reaction: reactants, conditions, products, and yield. This data is from the Open Reaction Database (ORD), a public repository of structured organic reaction records. Starting materials: O=C([O-])[O-], CCO, O=C1N(C2CCCCC2)CC(CCl)C1(c1ccccc1)c1ccccc1, [K+], [K+], OC1(c2ccccc2)CCNCC1. The product is O=C1N(C2CCCCC2)CC(CN2CCC(O)(c3ccccc3)CC2)C1(c1ccccc1)c1ccccc1. RXN SMILES: [C:40](=[O:41])([O-:42])[O-:43].[CH3:46][CH2:47][OH:48].[CH:1]1([N:7]2[C:8](=[O:26])[C:9]([c:14]3[cH:15][cH:16][cH:17][cH:18][cH:19]3)([c:20]3[cH:21][cH:22][cH:23][cH:24][cH:25]3)[CH:10]([CH2:12][Cl:13])[CH2:11]2)[CH2:2][CH2:3][CH2:4][CH2:5][CH2:6]1.[K+:44].[K+:45].[OH:27][C:28]1([c:34]2[cH:35][cH:36][cH:37][cH:38][cH:39]2)[CH2:29][CH2:30][NH:31][CH2:32][CH2:33]1>>[CH:1]1([N:7]2[C:8](=[O:26])[C:9]([c:14]3[cH:15][cH:16][cH:17][cH:18][cH:19]3)([c:20]3[cH:21][cH:22][cH:23][cH:24][cH:25]3)[CH:10]([CH2:12][N:31]3[CH2:30][CH2:29][C:28]([OH:27])([c:34]4[cH:35][cH:36][cH:37][cH:38][cH:39]4)[CH2:33][CH2:32]3)[CH2:11]2)[CH2:2][CH2:3][CH2:4][CH2:5][CH2:6]1. The reactants are C(C)(C)(C)OC(=O)N1CC(C1)C1=NC=CN=C1C1=CC(=CC=C1)OC (3-[3-(3-methoxy-phenyl)-pyrazin-2-yl]-azetidine-1-carboxylic acid tert-butyl ester), Cl.CO (HCl MeOH). Product: Cl.N1CC(C1)C1=NC=CN=C1C1=CC(=CC=C1)OC (2-azetidin-3-yl-3-(3-methoxy-phenyl)-pyrazine hydrochloride). Isolated yield 99.2%. Reaction SMILES: C(OC([N:8]1[CH2:11][CH:10]([C:12]2[C:17]([C:18]3[CH:23]=[CH:22][CH:21]=[C:20]([O:24][CH3:25])[CH:19]=3)=[N:16][CH:15]=[CH:14][N:13]=2)[CH2:9]1)=O)(C)(C)C.[ClH:26].CO>>[ClH:26].[NH:8]1[CH2:11][CH:10]([C:12]2[C:17]([C:18]3[CH:23]=[CH:22][CH:21]=[C:20]([O:24][CH3:25])[CH:19]=3)=[N:16][CH:15]=[CH:14][N:13]=2)[CH2:9]1 |f:1.2,3.4|. Procedure: A solution of (33) (341 mg, 1.0 mmol) in 4N HCl/MeOH (20 mL) was stirred at RT for 30 min. The reaction mixture was concentrated to give (34) (260 mg, 0.99 mmol, yield 99.24%). Reactants: Cl (HCl), OCCC1C(N(C(N1)=O)CC1=CC=C(C=C1)C)=O (5-(2-hydroxy-ethyl)-3-(4-methyl-benzyl)-imidazolidine-2,4-dione), N1C=NC=C1 (imidazole), [Si](C1=CC=CC=C1)(C1=CC=CC=C1)(C(C)(C)C)Cl (tert-butyldiphenylsilyl chloride). Run in C(C)OCC (diethyl ether), CN(C)C=O (DMF), [Cl-].[Na+].O (brine). Reaction conditions: time 7 hour. The product is C(C)(C)(C)[Si](OCCC1C(N(C(N1)=O)CC1=CC=C(C=C1)C)=O)(C1=CC=CC=C1)C1=CC=CC=C1 (5-[2-(tert-butyl-diphenyl-silanyloxy)-ethyl]-3-(4-methyl-benzyl)-imidazolidine-2,4-dione). Yield: 49.2%. As a reaction SMILES: [OH:1][CH2:2][CH2:3][CH:4]1[NH:8][C:7](=[O:9])[N:6]([CH2:10][C:11]2[CH:16]=[CH:15][C:14]([CH3:17])=[CH:13][CH:12]=2)[C:5]1=[O:18].N1C=CN=C1.[Si:24](Cl)([C:37]([CH3:40])([CH3:39])[CH3:38])([C:31]1[CH:36]=[CH:35][CH:34]=[CH:33][CH:32]=1)[C:25]1[CH:30]=[CH:29][CH:28]=[CH:27][CH:26]=1.Cl>CN(C=O)C.[Cl-].[Na+].O.C(OCC)C>[C:37]([Si:24]([C:31]1[CH:36]=[CH:35][CH:34]=[CH:33][CH:32]=1)([C:25]1[CH:26]=[CH:27][CH:28]=[CH:29][CH:30]=1)[O:1][CH2:2][CH2:3][CH:4]1[NH:8][C:7](=[O:9])[N:6]([CH2:10][C:11]2[CH:16]=[CH:15][C:14]([CH3:17])=[CH:13][CH:12]=2)[C:5]1=[O:18])([CH3:40])([CH3:38])[CH3:39] |f:5.6.7|. Reported procedure: A solution of crude 5-(2-hydroxy-ethyl)-3-(4-methyl-benzyl)-imidazolidine-2,4-dione (24.68 g, 99.4 mmol) and imidazole (10.15 g, 0.149 mol) in DMF (250 mL) was treated dropwise with tert-butyldiphenylsilyl chloride (27.37 g, 99.6 mmol) and then stirred at room temperature under N2 for 7 h. The reaction was worked up extractively with aqueous 1 N HCl (300 mL), diethyl ether and brine and the organic layer was dried (MgSO4) and the solvent removed in vacuo to give crude product which was purified ... Starting materials: C(C=C)(=O)OC12CC3(CC(CC(C1)C3)(C2)O)O (1-acryloyloxy-3,5-dihydroxyadamantane), C(C)=O (acetoaldehyde), C1(=CC=C(C=C1)S(=O)(=O)O)C (p-toluenesulfonic acid), O1CCCC1 (tetrahydrofuran). Run at temperature 30 celsius, time 6 hour. The product is C(C=C)(=O)OC12CC3(CC(CC(C1)C3)(C2)OC(C)O)OC(C)O (1-acryloyloxy-3,5-di(1-hydroxyethoxy)adamantane). Reaction SMILES: [C:1]([O:5][C:6]12[CH2:15][C:10]3([OH:16])[CH2:11][CH:12]([CH2:14][C:8]([OH:17])([CH2:9]3)[CH2:7]1)[CH2:13]2)(=[O:4])[CH:2]=[CH2:3].[CH:18](=[O:20])[CH3:19].C1(C)C=CC(S(O)(=O)=O)=CC=1.[O:32]1CC[CH2:34][CH2:33]1>>[C:1]([O:5][C:6]12[CH2:15][C:10]3([O:16][CH:18]([OH:20])[CH3:19])[CH2:11][CH:12]([CH2:14][C:8]([O:17][CH:33]([OH:32])[CH3:34])([CH2:9]3)[CH2:7]1)[CH2:13]2)(=[O:4])[CH:2]=[CH2:3]. Procedure details: To 30 ml of tetrahydrofuran were added 5 mmol of 1-acryloyloxy-3,5-dihydroxyadamantane and 15 mmol of acetoaldehyde and 1 mmol of p-toluenesulfonic acid, and the mixture was stirred at 30° C. for 6 hours. Then, the reaction mixture was condensed under acidic conditions and crystallized by adding dropwise to diethyl ether to give the object compound 1-acryloyloxy-3,5-di(1-hydroxyethoxy)adamantane (acetal compound).